This data is from the Open Reaction Database (ORD), a public repository of structured organic reaction records. The task is: describe an organic reaction: reactants, conditions, products, and yield Starting materials: CC(=O)OCc1csc(NC(C(=O)NC(Cc2ccccc2)C(O)CN2CC3CCCCC3CC2C(=O)NC(C)(C)C)C(C)(C)S(C)(=O)=O)n1, O=C([O-])[O-], CO, [K+], [K+], O. Product: CC(C)(C)NC(=O)C1CC2CCCCC2CN1CC(O)C(Cc1ccccc1)NC(=O)C(Nc1nc(CO)cs1)C(C)(C)S(C)(=O)=O. As a reaction SMILES: [C:1](=[O:2])([CH3:3])[O:4][CH2:5][c:6]1[n:7][c:8]([NH:11][CH:12]([C:13]([CH3:14])([CH3:15])[S:16](=[O:17])(=[O:18])[CH3:19])[C:20](=[O:21])[NH:22][CH:23]([CH:24]([CH2:25][N:26]2[CH2:27][CH:28]3[CH2:29][CH2:30][CH2:31][CH2:32][CH:33]3[CH2:34][CH:35]2[C:36](=[O:37])[NH:38][C:39]([CH3:40])([CH3:41])[CH3:42])[OH:43])[CH2:44][c:45]2[cH:46][cH:47][cH:48][cH:49][cH:50]2)[s:9][cH:10]1.[C:51](=[O:52])([O-:53])[O-:54].[CH3:58][OH:59].[K+:55].[K+:56].[OH2:57]>>[OH:4][CH2:5][c:6]1[n:7][c:8]([NH:11][CH:12]([C:13]([CH3:14])([CH3:15])[S:16](=[O:17])(=[O:18])[CH3:19])[C:20](=[O:21])[NH:22][CH:23]([CH:24]([CH2:25][N:26]2[CH2:27][CH:28]3[CH2:29][CH2:30][CH2:31][CH2:32][CH:33]3[CH2:34][CH:35]2[C:36](=[O:37])[NH:38][C:39]([CH3:40])([CH3:41])[CH3:42])[OH:43])[CH2:44][c:45]2[cH:46][cH:47][cH:48][cH:49][cH:50]2)[s:9][cH:10]1. The reactants are C1CCOC1, OCC1CC1, CSc1ccc(-c2cnn(CC(F)(F)F)c(=O)c2O)cc1, CCOC(=O)N=NC(=O)OCC, c1ccc(P(c2ccccc2)c2ccccc2)cc1. Product: CSc1ccc(-c2cnn(CC(F)(F)F)c(=O)c2OCC2CC2)cc1. As a reaction SMILES: [CH2:58]1[O:59][CH2:60][CH2:61][CH2:62]1.[CH:22]1([CH2:25][OH:26])[CH2:23][CH2:24]1.[F:1][C:2]([CH2:3][n:4]1[n:5][cH:6][c:7](-[c:12]2[cH:13][cH:14][c:15]([S:18][CH3:19])[cH:16][cH:17]2)[c:8]([OH:11])[c:9]1=[O:10])([F:20])[F:21].[O:46]=[C:47]([O:48][CH2:49][CH3:50])[N:51]=[N:52][C:53]([O:54][CH2:55][CH3:56])=[O:57].[c:27]1([P:28]([c:29]2[cH:30][cH:31][cH:32][cH:33][cH:34]2)[c:35]2[cH:36][cH:37][cH:38][cH:39][cH:40]2)[cH:41][cH:42][cH:43][cH:44][cH:45]1>>[F:1][C:2]([CH2:3][n:4]1[n:5][cH:6][c:7](-[c:12]2[cH:13][cH:14][c:15]([S:18][CH3:19])[cH:16][cH:17]2)[c:8]([O:11][CH2:25][CH:22]2[CH2:23][CH2:24]2)[c:9]1=[O:10])([F:20])[F:21]. Starting materials: ClC1=C(C=C(C(=O)OC)C=C1)C#CC1=CC=C(C=C1)F (methyl 4-chloro-3-(2-(4-fluorophenyl)ethynyl)benzoate), FC1=CC=C(N)C=C1 (4-fluoroaniline), CC(C)C1=CC(=C(C(=C1)C(C)C)C2=C(C=CC=C2)P(C3CCCCC3)C4CCCCC4)C(C)C (X-Phos), CC(C)(C)[O-].[K+] (t-BuOK). The reagents and catalysts are C=1C=CC(=CC1)/C=C/C(=O)/C=C/C2=CC=CC=C2.C=1C=CC(=CC1)/C=C/C(=O)/C=C/C2=CC=CC=C2.C=1C=CC(=CC1)/C=C/C(=O)/C=C/C2=CC=CC=C2.[Pd].[Pd] (Pd2(dba)3). The solvent is C1(=CC=CC=C1)C (toluene). Reaction conditions: temperature 100 celsius, time 8 hour. The product is FC1=CC=C(C=C1)N1C(=CC2=CC(=CC=C12)C(=O)O)C1=CC=C(C=C1)F (1,2-Bis(4-fluorophenyl)-1H-indole-5-carboxylic acid). Reaction SMILES: Cl[C:2]1[CH:11]=[CH:10][C:5]([C:6]([O:8]C)=[O:7])=[CH:4][C:3]=1[C:12]#[C:13][C:14]1[CH:19]=[CH:18][C:17]([F:20])=[CH:16][CH:15]=1.[F:21][C:22]1[CH:28]=[CH:27][C:25]([NH2:26])=[CH:24][CH:23]=1.CC(C1C=C(C(C)C)C(C2C=CC=CC=2P(C2CCCCC2)C2CCCCC2)=C(C(C)C)C=1)C.CC([O-])(C)C.[K+]>C1C=CC(/C=C/C(/C=C/C2C=CC=CC=2)=O)=CC=1.C1C=CC(/C=C/C(/C=C/C2C=CC=CC=2)=O)=CC=1.C1C=CC(/C=C/C(/C=C/C2C=CC=CC=2)=O)=CC=1.[Pd].[Pd].C1(C)C=CC=CC=1>[F:21][C:22]1[CH:28]=[CH:27][C:25]([N:26]2[C:2]3[C:3](=[CH:4][C:5]([C:6]([OH:8])=[O:7])=[CH:10][CH:11]=3)[CH:12]=[C:13]2[C:14]2[CH:19]=[CH:18][C:17]([F:20])=[CH:16][CH:15]=2)=[CH:24][CH:23]=1 |f:3.4,5.6.7.8.9|. Procedure details: Under an inert atmosphere of nitrogen, a mixture of methyl 4-chloro-3-(2-(4-fluorophenyl)ethynyl)benzoate (200 mg, 0.69 mmol, 1.00 equiv), 4-fluoroaniline (152.8 mg, 1.39 mmol, 2.00 equiv), X-Phos (65.2 mg, 0.14 mmol, 0.20 equiv), Pd2(dba)3 (63.8 mg, 0.07 mmol, 0.10 equiv), t-BuOK (388.8 mg, 3.47 mmol, 5.00 equiv), and toluene (8 mL) was stirred overnight at 100° C. in an oil bath. The resulting mixture was concentrated in vacuo, and purified via silica gel column chromatography (ethyl acetate/p... Reactants: C1=NC=CC2=CC(=CC=C12)B(O)O (isoquinolin-6-ylboronic acid), NC1=C(N=NC2=C(C(=CC=C12)C)Br)C(=O)N (4-amino-8-bromo-7-methylcinnoline-3-carboxamide). Yields the product NC1=C(N=NC2=C(C(=CC=C12)C)C=1C=C2C=CN=CC2=CC1)C(=O)N (4-amino-8-(isoquinolin-6-yl)-7-methylcinnoline-3-carboxamide). RXN SMILES: [CH:1]1[C:10]2[C:5](=[CH:6][C:7](B(O)O)=[CH:8][CH:9]=2)[CH:4]=[CH:3][N:2]=1.[NH2:14][C:15]1[C:24]2[C:19](=[C:20](Br)[C:21]([CH3:25])=[CH:22][CH:23]=2)[N:18]=[N:17][C:16]=1[C:27]([NH2:29])=[O:28]>>[NH2:14][C:15]1[C:24]2[C:19](=[C:20]([C:7]3[CH:6]=[C:5]4[C:10](=[CH:9][CH:8]=3)[CH:1]=[N:2][CH:3]=[CH:4]4)[C:21]([CH3:25])=[CH:22][CH:23]=2)[N:18]=[N:17][C:16]=1[C:27]([NH2:29])=[O:28]. Procedure details: The title compound was prepared in a manner similar to EXAMPLE 1 using isoquinolin-6-ylboronic acid and 4-amino-8-bromo-7-methylcinnoline-3-carboxamide. 1H NMR (500 MHz, CD3OD) δ ppm 2.34 (s, 3 H), 7.67 (d, J=8.30 Hz, 1 H), 7.76 (d, J=8.79 Hz, 1 H), 7.90 (d, J=5.86 Hz, 1 H), 7.94 (s, 1 H), 8.28 (t, J=8.30 Hz, 2 H), 8.50 (d, J=5.86 Hz, 1H), 9.35 (s, 1 H); ESI-MS m/z [M+H]+ 330.4. Starting materials: [I-].[K+] (potassium iodide), BrC(C(=O)OC)C1=CC=C(C=C1)OCOC1=CC=C(C=C1)Cl (methyl bromo{p-[(p-chlorophenoxy)methoxy]phenyl}acetate), CC=1C=C(C=CC1C)O (3,4-dimethylphenol), [H-].[Na+] (sodium hydride). The solvent is CN(P(=O)(N(C)C)N(C)C)C (hexamethylphosphoramide), O1CCCC1 (tetrahydrofuran), O1CCCC1 (tetrahydrofuran). Conditions: time 1 hour. Yields the product COC(C(C1=CC=C(C=C1)OCOC1=CC=C(C=C1)Cl)OC1=CC(=C(C=C1)C)C)=O (Methyl(3,4-dimethylphenoxy){p-[(p-chlorophenoxy)methoxy]phenyl}acetate). Yield: 110.2%. Reaction SMILES: [CH3:1][C:2]1[CH:3]=[C:4]([OH:9])[CH:5]=[CH:6][C:7]=1[CH3:8].[H-].[Na+].[I-].[K+].Br[CH:15]([C:20]1[CH:25]=[CH:24][C:23]([O:26][CH2:27][O:28][C:29]2[CH:34]=[CH:33][C:32]([Cl:35])=[CH:31][CH:30]=2)=[CH:22][CH:21]=1)[C:16]([O:18][CH3:19])=[O:17]>O1CCCC1.CN(C)P(N(C)C)(N(C)C)=O>[CH3:19][O:18][C:16](=[O:17])[CH:15]([O:9][C:4]1[CH:5]=[CH:6][C:7]([CH3:8])=[C:2]([CH3:1])[CH:3]=1)[C:20]1[CH:25]=[CH:24][C:23]([O:26][CH2:27][O:28][C:29]2[CH:30]=[CH:31][C:32]([Cl:35])=[CH:33][CH:34]=2)=[CH:22][CH:21]=1 |f:1.2,3.4|. Reported procedure: A mixture of 2.70 g of 3,4-dimethylphenol and 0.89 g of 60% sodium hydride-oil dispersion in 40 ml of tetrahydrofuran is stirred at room temperature for 1 hour. To the mixture is added 3.7 g of potassium iodide, 1 ml of hexamethylphosphoramide and dropwise a solution of 8.55 g of methyl bromo{p-[(p-chlorophenoxy)methoxy]phenyl}acetate in 30 ml of tetrahydrofuran. The mixture is refluxed for 18 hours and worked-up as described in Example 5 to give 10.4 g of a gum. Chromatography over silica gel w... The reactants are FC1=C(N)C=C(C(=C1)[N+](=O)[O-])NCC#C (2-fluoro-4-nitro-5-(2-propynylamino)aniline), C1(C2=C(C(=O)O1)CCCC2)=O (3,4,5,6-tetrahydrophthalic anhydride), O (water). The solvent is C(C)(=O)O (acetic acid). Yields the product FC1=C(C=C(C(=C1)[N+](=O)[O-])NCC#C)N1C(C=2CCCCC2C1=O)=O (2-[2-fluoro-4-nitro-5-(2-propynylamino)phenyl]-4,5,6,7-tetrahydro-2H-isoindole-1,3-dione). Yield: 36.7%. Reaction SMILES: [F:1][C:2]1[CH:8]=[C:7]([N+:9]([O-:11])=[O:10])[C:6]([NH:12][CH2:13][C:14]#[CH:15])=[CH:5][C:3]=1[NH2:4].[C:16]1(=O)[O:21][C:19](=[O:20])[C:18]2[CH2:22][CH2:23][CH2:24][CH2:25][C:17]1=2.O>C(O)(=O)C>[F:1][C:2]1[CH:8]=[C:7]([N+:9]([O-:11])=[O:10])[C:6]([NH:12][CH2:13][C:14]#[CH:15])=[CH:5][C:3]=1[N:4]1[C:19](=[O:20])[C:18]2[CH2:22][CH2:23][CH2:24][CH2:25][C:17]=2[C:16]1=[O:21]. Reported procedure: A mixture of 2-fluoro-4-nitro-5-(2-propynylamino)aniline (1.41 g) and 3,4,5,6-tetrahydrophthalic anhydride (1.33 g) was suspended in acetic acid (7 ml), followed by heating under reflux for 4 hours. The reaction mixture was cooled, water was added thereto, and the resultant mixture was extracted with ethyl acetate. The extract was washed with water and an aqueous sodium bicarbonate solution, dried and concentrated to give 2-[2-fluoro-4-nitro-5-(2-propynylamino)phenyl]-4,5,6,7-tetrahydro-2H-isoin...